This data is from the Open Reaction Database (ORD), a public repository of structured organic reaction records. The task is: describe an organic reaction: reactants, conditions, products, and yield The reactants are C[O-], CO, Cc1ccc(C(C)C)cc1OCc1c(C)nc(Cl)nc1Cl, [Na+]. The product is COc1nc(Cl)nc(C)c1COc1cc(C(C)C)ccc1C. RXN SMILES: [CH3:22][O-:23].[CH3:25][OH:26].[Cl:1][c:2]1[n:3][c:4]([CH3:21])[c:5]([CH2:9][O:10][c:11]2[c:12]([CH3:20])[cH:13][cH:14][c:15]([CH:17]([CH3:18])[CH3:19])[cH:16]2)[c:6]([Cl:8])[n:7]1.[Na+:24]>>[Cl:1][c:2]1[n:3][c:4]([CH3:21])[c:5]([CH2:9][O:10][c:11]2[c:12]([CH3:20])[cH:13][cH:14][c:15]([CH:17]([CH3:18])[CH3:19])[cH:16]2)[c:6]([O:23][CH3:22])[n:7]1. Reactants: O=C(Cl)OCC(Cl)(Cl)Cl, ClCCl, Cl, CC(C)(C)c1cc(N)n(-c2ccc3c(c2)C(=O)NCC3)n1, c1ccncc1. The product is CC(C)(C)c1cc(NC(=O)OCC(Cl)(Cl)Cl)n(-c2ccc3c(c2)C(=O)NCC3)n1. Reaction SMILES: [Cl:29][C:30](=[O:31])[O:32][CH2:33][C:34]([Cl:35])([Cl:36])[Cl:37].[Cl:38][CH2:39][Cl:40].[ClH:1].[NH2:2][c:3]1[cH:4][c:5]([C:19]([CH3:20])([CH3:21])[CH3:22])[n:6][n:7]1-[c:8]1[cH:9][cH:10][c:11]2[c:16]([cH:17]1)[C:15](=[O:18])[NH:14][CH2:13][CH2:12]2.[cH:23]1[cH:24][cH:25][n:26][cH:27][cH:28]1>>[NH:2]([c:3]1[cH:4][c:5]([C:19]([CH3:20])([CH3:21])[CH3:22])[n:6][n:7]1-[c:8]1[cH:9][cH:10][c:11]2[c:16]([cH:17]1)[C:15](=[O:18])[NH:14][CH2:13][CH2:12]2)[C:30](=[O:31])[O:32][CH2:33][C:34]([Cl:35])([Cl:36])[Cl:37]. The product is C(C1=CC=CC=C1)OC(C1=C(C=C(C=C1)OCC1=CC=CC=C1)NC(C)=O)=O (2-acetylamino-4-benzyloxy-benzoic acid benzyl ester). The solvent is CN(C)C=O (DMF). Run at temperature 80 celsius, time 17 hour. Reactants: C(C)(=O)NC1=C(C(=O)O)C=CC(=C1)O (2-acetylamino-4-hydroxy-benzoic acid), C(C1=CC=CC=C1)Cl (benzyl chloride), C([O-])([O-])=O.[K+].[K+] (potassium carbonate). Reaction SMILES: [C:1]([NH:4][C:5]1[CH:13]=[C:12]([OH:14])[CH:11]=[CH:10][C:6]=1[C:7]([OH:9])=[O:8])(=[O:3])[CH3:2].[CH2:15](Cl)[C:16]1[CH:21]=[CH:20][CH:19]=[CH:18][CH:17]=1.C(=O)([O-])[O-].[K+].[K+]>CN(C=O)C>[CH2:15]([O:8][C:7](=[O:9])[C:6]1[CH:10]=[CH:11][C:12]([O:14][CH2:7][C:6]2[CH:10]=[CH:11][CH:12]=[CH:13][CH:5]=2)=[CH:13][C:5]=1[NH:4][C:1](=[O:3])[CH3:2])[C:16]1[CH:21]=[CH:20][CH:19]=[CH:18][CH:17]=1 |f:2.3.4|. Isolated yield 178.5%. Reported procedure: A suspension of 1.1 g (5.64 mmol) of 2-acetylamino-4-hydroxy-benzoic acid (preparation: Recl. Trav. Chim. Pays-Bas, 72, p195, 1953), 1.6 ml (13.53 mmol) of benzyl chloride, 3.9 g (28.18 mmol) of potassium carbonate in DMF (15 ml) was stirred at 80° C. for 17 h under argon. The reaction mixture was concentrated in vacuo and partitioned between CH2Cl2 and water. The layers were separated, the aqueous layer once extracted with CH2Cl2, the organic layers combined, washed with brine, dried over MgSO4...